The task is: describe an organic reaction: reactants, conditions, products, and yield. This data is from the Open Reaction Database (ORD), a public repository of structured organic reaction records. Reactants: C(Cl)Cl (CH2Cl2), ClC=1C=C(C=CC1OCC1=NC=CC=C1)NC1=NC=NC2=C1C1=C(C3=CN(N=C3CC1)CCO)S2 (2-(6-{[3-chloro-4-(pyridin-2-ylmethoxy)phenyl]amino}-4,5-dihydro-2H-pyrimido[5′,4′:4,5]thieno[2,3-e]indazol-2-yl)ethanol), S(=O)(Br)Br (thionyl bromide). Run in O (water). Product: BrCCN1N=C2CCC3=C(C2=C1)SC=1C3=C(N=CN1)NC1=CC(=C(C=C1)OCC1=NC=CC=C1)Cl (2-(2-bromoethyl)-N-[3-chloro-4-(pyridin-2-ylmethoxy)phenyl]-4,5-dihydro-2H-pyrimido[5′,4′:4,5]thieno[2,3-e]indazol-6-amine). Isolated yield 93.5%. RXN SMILES: C(Cl)Cl.[Cl:4][C:5]1[CH:6]=[C:7]([NH:19][C:20]2[C:25]3[C:26]4[CH2:34][CH2:33][C:32]5[C:28](=[CH:29][N:30]([CH2:35][CH2:36]O)[N:31]=5)[C:27]=4[S:38][C:24]=3[N:23]=[CH:22][N:21]=2)[CH:8]=[CH:9][C:10]=1[O:11][CH2:12][C:13]1[CH:18]=[CH:17][CH:16]=[CH:15][N:14]=1.S(Br)([Br:41])=O>O>[Br:41][CH2:36][CH2:35][N:30]1[CH:29]=[C:28]2[C:32]([CH2:33][CH2:34][C:26]3[C:25]4=[C:20]([NH:19][C:7]5[CH:8]=[CH:9][C:10]([O:11][CH2:12][C:13]6[CH:18]=[CH:17][CH:16]=[CH:15][N:14]=6)=[C:5]([Cl:4])[CH:6]=5)[N:21]=[CH:22][N:23]=[C:24]4[S:38][C:27]=32)=[N:31]1. Procedure: To 60 mL CH2Cl2 cooled to 0° C. was added 2-(6-{[3-chloro-4-(pyridin-2-ylmethoxy)phenyl]amino}-4,5-dihydro-2H-pyrimido[5′,4′:4,5]thieno[2,3-e]indazol-2-yl)ethanol (1.60 g, 3.2 mmol), followed by thionyl bromide (2.31 g, 11.1 mmol). The contents were then stirred with warming to it over a 24 h period, after which time water (5 mL) was added to quench the reaction mixture. The solvent was removed under reduced pressure. The crude residue was diluted with aq. 2M Na2CO3 and vigorously stirred for 1 ... Reactants: [Na] (sodium), C(C)OC(C(C)(C)Br)=O (2-bromo-2-methyl-propanoic acid ethylester), CN1C(=C(C2=CC(=CC=C12)O)C1=CC=CC=C1)C (1,2-dimethyl-3-phenyl-1H-indole-5-ol), [Na] (sodium), [H-].[Na+] (sodium hydride). The solvent is CN(C=O)C (dimethylformamide). The product is C(C)OC(C(C)(OC=1C=C2C(=C(N(C2=CC1)C)C)C1=CC=CC=C1)C)=O (2-Methyl-2-[1,2-dimethy-3-phenyl-1H-indole-5-yloxy]propanoic acid ethylester). As a reaction SMILES: [CH3:1][N:2]1[C:10]2[C:5](=[CH:6][C:7]([OH:11])=[CH:8][CH:9]=2)[C:4]([C:12]2[CH:17]=[CH:16][CH:15]=[CH:14][CH:13]=2)=[C:3]1[CH3:18].[Na].[H-].[Na+].[CH2:22]([O:24][C:25](=[O:30])[C:26](Br)([CH3:28])[CH3:27])[CH3:23]>CN(C)C=O>[CH2:22]([O:24][C:25](=[O:30])[C:26]([CH3:28])([O:11][C:7]1[CH:6]=[C:5]2[C:10](=[CH:9][CH:8]=1)[N:2]([CH3:1])[C:3]([CH3:18])=[C:4]2[C:12]1[CH:13]=[CH:14][CH:15]=[CH:16][CH:17]=1)[CH3:27])[CH3:23] |f:2.3,^1:18|. Procedure: One gram (42 m mole) of 1,2-dimethyl-3-phenyl-1H-indole-5-ol was converted to the sodium salt in 10 of absolute dimethylformamide in the presence of 223 mg (5 m mole) of 55% sodium hydride immersion in oil, and the sodium salt was mixed at room temperature with 990 mg (5 m mole) of 2-bromo-2-methyl-propanoic acid ethylester. After a reaction time of six hours, the solvent was distilled off in vacuo and the reaction product was purified by chromatography on a silicagel column (eluant: toluene/eth... Reported procedure: 2.1 G. of 1-amino-4-n-butoxy-2-nitrobenzene, prepared according to Example XXXV, and 1 g. of 5% palladized charcoal in 100 ml. methanol are treated with hydrogen at atmospheric pressure until the theoretical uptake of hydrogen has occurred. The mixture is filtered and the filtrate evaporated to give 1,2-diamino-4-n-butoxybenzene. This is treated, in 60 ml. acetone, with 7.0 g. methoxycarbonyl isothiocyanate. The mixture is kept at room temperature overnight and then concentrated under vacuum. Th... RXN SMILES: [NH2:1][C:2]1[CH:7]=[CH:6][C:5]([O:8][CH2:9][CH2:10][CH2:11][CH3:12])=[CH:4][C:3]=1[N+:13]([O-])=O.C.[H][H]>CO>[NH2:1][C:2]1[CH:7]=[CH:6][C:5]([O:8][CH2:9][CH2:10][CH2:11][CH3:12])=[CH:4][C:3]=1[NH2:13]. Solvent: CO (methanol). Starting materials: NC1=C(C=C(C=C1)OCCCC)[N+](=O)[O-] (1-amino-4-n-butoxy-2-nitrobenzene), C (charcoal), [H][H] (hydrogen), [H][H] (hydrogen). Product: NC1=C(C=C(C=C1)OCCCC)N (1,2-diamino-4-n-butoxybenzene). The reactants are CC(C)(C)c1cccc(C(C)(C)C)c1O, C1N2CN3CN1CN(C2)C3, CN(C)C=O, O, O=c1[nH]nc(-c2ccccc2)o1. Yields the product CC(C)(C)c1cc(Cn2nc(-c3ccccc3)oc2=O)cc(C(C)(C)C)c1O. RXN SMILES: [C:13]([CH3:14])([CH3:15])([CH3:16])[c:17]1[c:18]([OH:27])[c:19]([C:23]([CH3:24])([CH3:25])[CH3:26])[cH:20][cH:21][cH:22]1.[CH2:28]1[N:29]2[CH2:30][N:31]3[CH2:32][N:33]([CH2:34]2)[CH2:35][N:36]1[CH2:37]3.[CH3:38][N:39]([CH3:40])[CH:41]=[O:42].[OH2:43].[c:1]1(-[c:7]2[n:8][nH:9][c:10](=[O:12])[o:11]2)[cH:2][cH:3][cH:4][cH:5][cH:6]1>>[c:1]1(-[c:7]2[n:8][n:9]([CH2:28][c:21]3[cH:20][c:19]([C:23]([CH3:24])([CH3:25])[CH3:26])[c:18]([OH:27])[c:17]([C:13]([CH3:14])([CH3:15])[CH3:16])[cH:22]3)[c:10](=[O:12])[o:11]2)[cH:2][cH:3][cH:4][cH:5][cH:6]1. Reactants: O1C(=CCC1)C1=C2CCN3C(C2=CC=C1)=CC(=NCC3=O)N3C=NC(=C3)CC (9-(4,5-dihydrofuran-2-yl)-2-(4-ethyl-1H-imidazol-1-yl)-7,8-dihydro-[1,4]diazepino[7,1-a]isoquinolin-5(4H)-one). The reagents and catalysts are [Ni] (Raney-Nickel). Run in C1CCOC1 (THF). Conditions: time 36 hour. Product: C(C)C=1N=CN(C1)C1=NCC(N2C(C3=CC=CC(=C3CC2)C2OCCC2)=C1)=O (2-(4-ethyl-1H-imidazol-1-yl)-9-(tetrahydrofuran-2-yl)-7,8-dihydro-[1,4]diazepino[7,1-a]isoquinolin-5(4H)-one). Isolated yield 25.0%. RXN SMILES: [O:1]1[CH2:5][CH2:4][CH:3]=[C:2]1[C:6]1[CH:15]=[CH:14][CH:13]=[C:12]2[C:7]=1[CH2:8][CH2:9][N:10]1[C:20](=[O:21])[CH2:19][N:18]=[C:17]([N:22]3[CH:26]=[C:25]([CH2:27][CH3:28])[N:24]=[CH:23]3)[CH:16]=[C:11]12>C1COCC1.[Ni]>[CH2:27]([C:25]1[N:24]=[CH:23][N:22]([C:17]2[CH:16]=[C:11]3[C:12]4[C:7]([CH2:8][CH2:9][N:10]3[C:20](=[O:21])[CH2:19][N:18]=2)=[C:6]([CH:2]2[CH2:3][CH2:4][CH2:5][O:1]2)[CH:15]=[CH:14][CH:13]=4)[CH:26]=1)[CH3:28]. Procedure: Example 111. A flask was charged with 9-(4,5-dihydrofuran-2-yl)-2-(4-ethyl-1H-imidazol-1-yl)-7,8-dihydro-[1,4]diazepino[7,1-a]isoquinolin-5(4H)-one (250 mg, 0.67 mmol) in 20 mL THF and Raney-Nickel (100 mg, 0.67 mmol) was added. The flask was evacuated in vacuo and then filled with H2. The mixture was stirred at RT for 36 h. The reaction mixture was then filtered and the filtrate concentrated in vacuo. The residue obtained was purified by flash chromatography (SiO2, DCM to DCM/MeOH 9:1) and the ...